From a dataset of the Open Reaction Database (ORD), a public repository of structured organic reaction records. describe an organic reaction: reactants, conditions, products, and yield Reactants: CC1=CC(=C(C=C1)SC=1C=C(C=CC1)N)[N+](=O)[O-] (3-(4-Methyl-2-nitro-phenylsulfanyl)-phenylamine), C(C)(=O)Cl (acetyl chloride). Solvent: C(Cl)Cl (DCM). Conditions: time 1 hour. The product is CC1=CC(=C(C=C1)SC=1C=C(C=CC1)NC(C)=O)[N+](=O)[O-] (N-[3-(4-Methyl-2-nitro-phenylsulfanyl)-phenyl]-acetamide). Isolated yield 91.3%. RXN SMILES: [CH3:1][C:2]1[CH:7]=[CH:6][C:5]([S:8][C:9]2[CH:10]=[C:11]([NH2:15])[CH:12]=[CH:13][CH:14]=2)=[C:4]([N+:16]([O-:18])=[O:17])[CH:3]=1.[C:19](Cl)(=[O:21])[CH3:20]>C(Cl)Cl>[CH3:1][C:2]1[CH:7]=[CH:6][C:5]([S:8][C:9]2[CH:10]=[C:11]([NH:15][C:19](=[O:21])[CH3:20])[CH:12]=[CH:13][CH:14]=2)=[C:4]([N+:16]([O-:18])=[O:17])[CH:3]=1. Procedure details: The product from Example 71a (650 mg, 2.50 mmol) was dissolved in DCM and acetyl chloride (196 mg, 2.50 mmol) was added. Allowed to stir at room temperature for 1 h, at which time a solid was collected by filtration providing the title compound (690 mg, 61%) Reactants: CCCn1c(=O)n(-c2ccc(-c3ccccc3S(C)(=O)=O)cc2)c(=O)c2c1ncn2-c1cccc(C#N)c1, CO, Cl. Product: CCCn1c(=O)n(-c2ccc(-c3ccccc3S(C)(=O)=O)cc2)c(=O)c2c1ncn2-c1cccc(CN)c1. Reaction SMILES: [CH3:1][S:2](=[O:3])(=[O:4])[c:5]1[c:6](-[c:11]2[cH:12][cH:13][c:14](-[n:17]3[c:18](=[O:38])[n:19]([CH2:35][CH2:36][CH3:37])[c:20]4[n:21][cH:22][n:23](-[c:27]5[cH:28][c:29]([C:30]#[N:31])[cH:32][cH:33][cH:34]5)[c:24]4[c:25]3=[O:26])[cH:15][cH:16]2)[cH:7][cH:8][cH:9][cH:10]1.[CH3:40][OH:41].[ClH:39]>>[CH3:1][S:2](=[O:3])(=[O:4])[c:5]1[c:6](-[c:11]2[cH:12][cH:13][c:14](-[n:17]3[c:18](=[O:38])[n:19]([CH2:35][CH2:36][CH3:37])[c:20]4[n:21][cH:22][n:23](-[c:27]5[cH:28][c:29]([CH2:30][NH2:31])[cH:32][cH:33][cH:34]5)[c:24]4[c:25]3=[O:26])[cH:15][cH:16]2)[cH:7][cH:8][cH:9][cH:10]1. Reactants: CS(=O)(=O)OCCN1N=CC=C1NC=O (1-(2-methylsulfonyloxyethyl)-5-formamidopyrazole), [H-].[Na+] (sodium hydride), C(C)(=O)OCC (ethyl acetate). Solvent: CN(C=O)C (N,N-dimethylformamide). Reaction conditions: time 3 hour. Product: C(=O)N1CCN2N=CC=C21 (1-formyl-2,3-dihydro-1H-imidazo[1,2-b]pyrazole). The yield is 107.3%. Reaction SMILES: CS(O[CH2:6][CH2:7][N:8]1[C:12]([NH:13][CH:14]=[O:15])=[CH:11][CH:10]=[N:9]1)(=O)=O.[H-].[Na+].C(OCC)(=O)C>CN(C)C=O>[CH:14]([N:13]1[C:12]2[N:8]([N:9]=[CH:10][CH:11]=2)[CH2:7][CH2:6]1)=[O:15] |f:1.2|. Procedure details: To a solution of 1-(2-methylsulfonyloxyethyl)-5-formamidopyrazole (6.2 g) in N,N-dimethylformamide (60 ml) was added 62% sodium hydride (1.03 g) under ice-cooling. The mixture was stirred at the same condition for 3 hours. The reaction mixture was poured into ethyl acetate (300 ml) and the insoluble material was filtered off. The filtrate was evaporated under reduced pressure and the residue was subjected to column chromatography on silica gel (100 g) using a mixture of diisopropyl ether and eth... The reactants are C1COCCO1, CC#N, Cl, COC(=O)c1ccc(-c2cc(-c3cnc(SC)nc3CN3C(=O)OC(c4cc(C(F)(F)F)cc(C(F)(F)F)c4)C3C)c(OC)cc2F)c(C)c1, [Li+], [OH-], O, O. The product is COc1cc(F)c(-c2ccc(C(=O)O)cc2C)cc1-c1cnc(SC)nc1CN1C(=O)OC(c2cc(C(F)(F)F)cc(C(F)(F)F)c2)C1C. As a reaction SMILES: [CH2:58]1[O:59][CH2:60][CH2:61][O:62][CH2:63]1.[CH3:55][C:56]#[N:57].[ClH:54].[F:1][C:2]([c:3]1[cH:4][c:5]([CH:13]2[CH:14]([CH3:48])[N:15]([CH2:19][c:20]3[n:21][c:22]([S:46][CH3:47])[n:23][cH:24][c:25]3-[c:26]3[c:27]([O:44][CH3:45])[cH:28][c:29]([F:43])[c:30](-[c:32]4[c:33]([CH3:42])[cH:34][c:35]([C:38](=[O:39])[O:40][CH3:41])[cH:36][cH:37]4)[cH:31]3)[C:16](=[O:18])[O:17]2)[cH:6][c:7]([C:9]([F:10])([F:11])[F:12])[cH:8]1)([F:49])[F:50].[Li+:53].[OH-:52].[OH2:51].[OH2:64]>>[F:1][C:2]([c:3]1[cH:4][c:5]([CH:13]2[CH:14]([CH3:48])[N:15]([CH2:19][c:20]3[n:21][c:22]([S:46][CH3:47])[n:23][cH:24][c:25]3-[c:26]3[c:27]([O:44][CH3:45])[cH:28][c:29]([F:43])[c:30](-[c:32]4[c:33]([CH3:42])[cH:34][c:35]([C:38](=[O:39])[OH:40])[cH:36][cH:37]4)[cH:31]3)[C:16](=[O:18])[O:17]2)[cH:6][c:7]([C:9]([F:10])([F:11])[F:12])[cH:8]1)([F:49])[F:50]. The reactants are FC1=C(C=CC=C1)C=1C(=NNC1C=O)OS(=O)(=O)C1=CC=C(C=C1)C (4-(2-Fluorophenyl)-5-formyl-3-(p-toluenesulfonyloxy)pyrazole), FC1=C(C(=O)NN)C=CC=C1 (2-fluorobenzoic hydrazide). Run in C=1(C(=CC=CC1)C)C (xylene). Product: FC1=C(C=CC=C1)C1=C(N=NC1=NNC(=O)C1=C(C=CC=C1)F)OS(=O)(=O)C1=CC=C(C=C1)C (4-(2-Fluorophenyl)-5-(2-fluorophenyl)carbonylaminoimino-3-(p-toluenesulfonyloxy)pyrazole). RXN SMILES: [F:1][C:2]1[CH:7]=[CH:6][CH:5]=[CH:4][C:3]=1[C:8]1[C:9]([O:15][S:16]([C:19]2[CH:24]=[CH:23][C:22]([CH3:25])=[CH:21][CH:20]=2)(=[O:18])=[O:17])=[N:10][NH:11][C:12]=1C=O.[F:26][C:27]1[CH:36]=[CH:35][CH:34]=[CH:33][C:28]=1[C:29]([NH:31][NH2:32])=[O:30]>C1(C)C(C)=CC=CC=1>[F:1][C:2]1[CH:7]=[CH:6][CH:5]=[CH:4][C:3]=1[C:8]1[C:12](=[N:32][NH:31][C:29]([C:28]2[CH:33]=[CH:34][CH:35]=[CH:36][C:27]=2[F:26])=[O:30])[N:11]=[N:10][C:9]=1[O:15][S:16]([C:19]1[CH:20]=[CH:21][C:22]([CH3:25])=[CH:23][CH:24]=1)(=[O:18])=[O:17]. Reported procedure: The product from step c) (10 g, 0.028 mol) was suspended in xylene (250 ml) with 2-fluorobenzoic hydrazide (4.7 g, 0.0231 mol) and heated under reflux for 3 h. After cooling, the reaction mixture was filtered and the solid produced was washed in the sinter funnel several times with dichloromethane then concentrated under vacuum to leave a solid (10.53 g). The product existed as a 1:1 mixture of 2 tautomers. 1H NMR (400 MHz, CDCl3) δ 2.37 (3H, s), 7.18-7.66 (12H, m), 8.06 (1H, s), 11.90 (0.5H, s)... Reactants: BrBr (Bromine), N1N=CC=2C1=NC=CC2 (1H-pyrazolo[3,4-b]pyridine). The solvent is C(Cl)(Cl)Cl (CHCl3). Conditions: time 8 hour. Product: BrC1=NNC2=NC=CC=C21 (3-bromo-1H-pyrazolo[3,4-b]pyridine). The yield is 85.7%. As a reaction SMILES: [Br:1]Br.[NH:3]1[C:7]2=[N:8][CH:9]=[CH:10][CH:11]=[C:6]2[CH:5]=[N:4]1>C(Cl)(Cl)Cl>[Br:1][C:5]1[C:6]2[C:7](=[N:8][CH:9]=[CH:10][CH:11]=2)[NH:3][N:4]=1. Procedure details: Bromine (1.91 mL, 37.1 mmol) was added dropwise to a solution of 1H-pyrazolo[3,4-b]pyridine (2.6 g, 21.8 mmol) in CHCl3 (100 mL), and the reaction mixture was left at room temperature overnight. The reaction mixture was concentrated, and the resulting residue was taken up in ethyl acetate (200 mL) and saturated NaHCO3 (50 mL) The aqueous layer was extracted with ethyl acetate (50 mL). The combined organic layers were dried, filtered and concentrated to give 3-bromo-1H-pyrazolo[3,4-b]pyridine (3....